This data is from the Open Reaction Database (ORD), a public repository of structured organic reaction records. The task is: describe an organic reaction: reactants, conditions, products, and yield Starting materials: OC1(C(C=C(C=C1)C(=O)O)O)C(=O)O (1,2-dihydroxycyclohexa-3,5-diene-1,4-dicarboxylic acid). Solvent: S(O)(O)(=O)=O (sulfuric acid). The product is OC1=C(C=CC(=C1)C(=O)O)C(=O)O (2-hydroxybenzene-1,4-dicarboxylic acid). Reaction SMILES: O[C:2]1([C:12]([OH:14])=[O:13])[CH:7]=[CH:6][C:5]([C:8]([OH:10])=[O:9])=[CH:4][CH:3]1[OH:11]>S(=O)(=O)(O)O>[OH:11][C:3]1[CH:4]=[C:5]([C:8]([OH:10])=[O:9])[CH:6]=[CH:7][C:2]=1[C:12]([OH:14])=[O:13]. Reported procedure: A solution of 100 mg of 1,2-dihydroxycyclohexa-3,5-diene-1,4-dicarboxylic acid in 5 mL of 5% sulfuric acid is heated at 85° C. for 60 minutes. The solid which forms is collected (by filtration or centrifugation). The filtrate shows the absence of the 270 nm absorbance. The solid is dissolved in 1 N sodium hydroxide, filtered, and the filtrate acidified with acetic acid. The solid is collected and dried to yield 2-hydroxybenzene-1,4-dicarboxylic acid. m.p. >300° C. 1NMR (d6 -DMSO) δ 7.42 (1H), 7.... Reactants: CN(C=O)C (N, N-dimethylformamide), BrC=1C(=NC(=NC1)Cl)Cl (5-bromo-2,4-dichloropyrimidine), C(C)O\C=C/[Sn](CCCC)(CCCC)CCCC (cis-1-ethoxy-2-tri-n-butylstannylethylene), [F-].[K+] (potassium fluoride). The reagents and catalysts are Cl[Pd]([P](C1=CC=CC=C1)(C2=CC=CC=C2)C3=CC=CC=C3)([P](C4=CC=CC=C4)(C5=CC=CC=C5)C6=CC=CC=C6)Cl (dichlorobis(triphenylphosphine)palladium). Run in C(C)(=O)OCC (ethyl acetate), O (water). Run at time 8 hour. The product is BrC=1C(=NC(=NC1)Cl)\C=C\OCC (5-bromo-2-chloro-4-[(E)-2-ethoxyvinyl]pyrimidine). Yield: 32.0%. RXN SMILES: [Br:1][C:2]1[C:3](Cl)=[N:4][C:5]([Cl:8])=[N:6][CH:7]=1.[CH2:10]([O:12]/[CH:13]=[CH:14]\[Sn](CCCC)(CCCC)CCCC)[CH3:11].CN(C)C=O.[F-].[K+]>Cl[Pd](Cl)([P](C1C=CC=CC=1)(C1C=CC=CC=1)C1C=CC=CC=1)[P](C1C=CC=CC=1)(C1C=CC=CC=1)C1C=CC=CC=1.C(OCC)(=O)C.O>[Br:1][C:2]1[C:3](/[CH:11]=[CH:10]/[O:12][CH2:13][CH3:14])=[N:4][C:5]([Cl:8])=[N:6][CH:7]=1 |f:3.4,^1:37,56|. Procedure: A mixture of 3.11 g of 5-bromo-2,4-dichloropyrimidine, 5.18 g of cis-1-ethoxy-2-tri-n-butylstannylethylene (synthesized according to the method disclosed in J. Am. Chem. Soc., 1977, 99, 7365), 0.479 g of dichlorobis(triphenylphosphine)palladium (II), and 60 mL of N, N-dimethylformamide was stirred for 6 hours at 70° C. After standing to cool, 60 mL of water, 60 mL of ethyl acetate, and 20 g of potassium fluoride were added thereto, and the mixture was stirred overnight at room temperature. The i... Solvent: ClCCl (dichloromethane). Procedure: A solution of Example 7A (140 mg, 0.52 mmol) in dichloromethane (3 mL) at 0° C. was treated with triethylsilane (0.166 mL, 1.04 mmol) and BF3.OEt2 (0.096 mL, 0.78 mmol), warmed to room temperature, stirred for 4 hours, and concentrated. The concentrate was purified by flash column chromatography on silica gel with 25% ethyl acetate/hexanes to provide the desired product. Reactants: OCCC(CO)C=1C=C(C=C2C=CC(=CC12)C#N)C=CC1=CC=C2CCN=C(C2=C1)C(C)C (8-(3-hydroxy-1-(hydroxymethyl)propyl)-6-(2-(1-isopropyl-3,4-dihydro-7-isoquinolinyl)ethenyl)-2-naphthonitrile), C(C)[SiH](CC)CC (triethylsilane), B(F)(F)F.CCOCC (BF3.OEt2). The product is C(C)(C)C1=NCCC2=CC=C(C=C12)C=CC=1C=C2C=CC(=CC2=C(C1)C1COCC1)C#N (6-(2-(1-isopropyl-3,4-dihydro-7-isoquinolinyl)ethenyl)-8-tetrahydro-3-furanyl-2-naphthonitrile). RXN SMILES: O[CH2:2][CH2:3][CH:4]([C:7]1[CH:8]=[C:9]([CH:19]=[CH:20][C:21]2[CH:30]=[C:29]3[C:24]([CH2:25][CH2:26][N:27]=[C:28]3[CH:31]([CH3:33])[CH3:32])=[CH:23][CH:22]=2)[CH:10]=[C:11]2[C:16]=1[CH:15]=[C:14]([C:17]#[N:18])[CH:13]=[CH:12]2)[CH2:5][OH:6].C([SiH](CC)CC)C.B(F)(F)F.CCOCC>ClCCl>[CH:31]([C:28]1[C:29]2[C:24](=[CH:23][CH:22]=[C:21]([CH:20]=[CH:19][C:9]3[CH:10]=[C:11]4[C:16](=[C:7]([CH:4]5[CH2:3][CH2:2][O:6][CH2:5]5)[CH:8]=3)[CH:15]=[C:14]([C:17]#[N:18])[CH:13]=[CH:12]4)[CH:30]=2)[CH2:25][CH2:26][N:27]=1)([CH3:33])[CH3:32] |f:2.3|. Run at time 4 hour.